From a dataset of the Open Reaction Database (ORD), a public repository of structured organic reaction records. describe an organic reaction: reactants, conditions, products, and yield Starting materials: ClCC1CC(CC(O1)=O)O ((+)-6-chloromethyl-4-hydroxytetrahydropyran-2-one), C1(=CC=C(C=C1)S(=O)(=O)O)C (p-toluenesulfonic acid), C1=CC=CC=C1 (benzene), C1=CC=CC=C1 (benzene). The yield is 80.3%. Procedure: A mixture of 50 mg (0.304 mmol) of (+)-6-chloromethyl-4-hydroxytetrahydropyran-2-one obtained in Example 3, 57.8 mg (0.304 mmol) of p-toluenesulfonic acid and 5 ml of benzene was refluxed for 30 minutes. After completion of the reaction, benzene was distilled off and distilled water were added thereto, and the solution was extracted with dichloromethane, followed by drying over anhydrous magnesium sulfate. After the solvent was distilled off, the resultant residue was subjected to column chromat... The solvent is C(C)(=O)OCC (ethyl acetate). The product is ClCC1=CCCC(O1)=O ((-)-6- chloromethyldihydropyran-2-one). RXN SMILES: [Cl:1][CH2:2][CH:3]1[O:8][C:7](=[O:9])[CH2:6][CH:5](O)[CH2:4]1.C1(C)C=CC(S(O)(=O)=O)=CC=1.C1C=CC=CC=1>C(OCC)(=O)C>[Cl:1][CH2:2][C:3]1[O:8][C:7](=[O:9])[CH2:6][CH2:5][CH:4]=1. Starting materials: solution, C(CCC)[Li] (n-butyl lithium), CCCCCC (hexane), C1=CC=C2C(=C1)C=CO2 (2,3-Benzofuran), C(C1=CC=CC=C1)#N (benzonitrile), O1CCCC1 (tetrahydrofuran), Cl (hydrochloric acid). Reaction conditions: temperature -78 celsius, time 3 hour. Product: C(C1=CC=CC=C1)(=O)O (Benzoic acid). As a reaction SMILES: C1C=C2C=C[O:9][C:4]2=CC=1.C([Li])CCC.[CH3:15][CH2:16][CH2:17][CH2:18][CH2:19][CH3:20].C(#N)C1C=CC=CC=1.Cl.[O:30]1CCCC1>>[C:4]([OH:9])(=[O:30])[C:17]1[CH:16]=[CH:15][CH:20]=[CH:19][CH:18]=1. Reported procedure: 2,3-Benzofuran (0.084 mole) was added to a reaction flask containing 100 milliliters of anhydrous tetrahydrofuran and stirred. The reaction was maintained under an argon atmosphere at -78° C. A 1.6 molar solution of n-butyl lithium in hexane (0.1 mole of n-butyl lithium) was added drop wise to the reaction which was stirred for 3 hours at -78° C. The cooling bath was removed and stirring was continued for 3 hours after the temperature of the reaction mixture reached room temperature. A solution ... The reactants are C[O-], Cc1ccc([N+](=O)[O-])cc1CCl, CCCCCC, CO, [Na+], c1ccccc1. Product: COCc1cc([N+](=O)[O-])ccc1C. As a reaction SMILES: [CH3:13][O-:14].[CH3:1][c:2]1[c:3]([CH2:4][Cl:5])[cH:6][c:7]([N+:10](=[O:11])[O-:12])[cH:8][cH:9]1.[CH3:22][CH2:23][CH2:24][CH2:25][CH2:26][CH3:27].[CH3:28][OH:29].[Na+:15].[cH:16]1[cH:17][cH:18][cH:19][cH:20][cH:21]1>>[CH3:1][c:2]1[c:3]([CH2:4][O:14][CH3:13])[cH:6][c:7]([N+:10](=[O:11])[O-:12])[cH:8][cH:9]1. Reactants: CC1=CC=C(C=C1)C1=CC(=CC(=C1)C(NCC=1C=NC(=NC1)C)=O)C(=O)O (4′-methyl-5-((2-methylpyrimidin-5-yl)methylcarbamoyl)-biphenyl-3-carboxylic acid), Cl.CN(CCCN=C=NCC)C (N-(3-dimethylaminopropyl)-N′-ethylcarbodiimide hydrochloride), O.ON1N=NC2=C1C=CC=C2 (1-hydroxybenzotriazole hydrate), CC1NC1 (2-methyl-aziridine), C(C)(C)N(C(C)C)CC (N,N-diisopropylethylamine). The solvent is C(Cl)Cl (CH2Cl2). Reaction conditions: time 8 hour. The product is CC1=CC=C(C=C1)C1=CC(=CC(=C1)C(=O)N1C(C1)C)C(=O)NCC=1C=NC(=NC1)C (4′-Methyl-5-(2-methylaziridine-1-carbonyl)-N-((2-methylpyrimidin-5-yl)methyl)biphenyl-3-carboxamide). RXN SMILES: [CH3:1][C:2]1[CH:7]=[CH:6][C:5]([C:8]2[CH:13]=[C:12]([C:14](=[O:24])[NH:15][CH2:16][C:17]3[CH:18]=[N:19][C:20]([CH3:23])=[N:21][CH:22]=3)[CH:11]=[C:10]([C:25](O)=[O:26])[CH:9]=2)=[CH:4][CH:3]=1.Cl.CN(C)CCCN=C=NCC.O.ON1C2C=CC=CC=2N=N1.[CH3:51][CH:52]1[CH2:54][NH:53]1.C(N(CC)C(C)C)(C)C>C(Cl)Cl>[CH3:1][C:2]1[CH:7]=[CH:6][C:5]([C:8]2[CH:9]=[C:10]([C:25]([N:53]3[CH2:54][CH:52]3[CH3:51])=[O:26])[CH:11]=[C:12]([C:14]([NH:15][CH2:16][C:17]3[CH:22]=[N:21][C:20]([CH3:23])=[N:19][CH:18]=3)=[O:24])[CH:13]=2)=[CH:4][CH:3]=1 |f:1.2,3.4|. Procedure details: To a mixture of 4′-methyl-5-((2-methylpyrimidin-5-yl)methylcarbamoyl)-biphenyl-3-carboxylic acid (11 mg, 0.030 mmol), N-(3-dimethylaminopropyl)-N′-ethylcarbodiimide hydrochloride (12 mg, 0.061 mmol), 1-hydroxybenzotriazole hydrate (4.7 mg, 0.030 mmol), CH2Cl2 (2 mL) were added 2-methyl-aziridine (3.5 mg, 0.061 mmol) and N,N-diisopropylethylamine (11 μL, 0.061 mmol). The mixture was stirred at room temperature overnight, and then concentrated in vacuo. The residue was purified by preparative HPLC... The reactants are C(C=CC1=CC=CC=C1)#N (cinnamonitrile), CC1=CC(=NN1)N (5-methyl-1H-pyrazole-3-amine), CS(=O)(=O)N1CCNCC1 (4-methylsulfonylpiperazine). Yields the product CC1=CC(=NN1)NC1=NC(=NC(=C1)N1CCN(CC1)S(=O)(=O)C)C=CC1=CC=CC=C1 (N-(5-methyl-1H-pyrazol-3-yl)-6-(4-methylsulfonylpiperazin-1-yl)-2-styrylpyrimidin-4-amine). As a reaction SMILES: [C:1](#[N:10])[CH:2]=[CH:3][C:4]1[CH:9]=[CH:8][CH:7]=[CH:6][CH:5]=1.[CH3:11][C:12]1[NH:16][N:15]=[C:14]([NH2:17])[CH:13]=1.[CH3:18][S:19]([N:22]1[CH2:27][CH2:26][NH:25][CH2:24][CH2:23]1)(=[O:21])=[O:20]>>[CH3:11][C:12]1[NH:16][N:15]=[C:14]([NH:17][C:3]2[CH:2]=[C:1]([N:25]3[CH2:26][CH2:27][N:22]([S:19]([CH3:18])(=[O:21])=[O:20])[CH2:23][CH2:24]3)[N:10]=[C:1]([CH:2]=[CH:3][C:4]3[CH:9]=[CH:8][CH:7]=[CH:6][CH:5]=3)[N:10]=2)[CH:13]=1. Reported procedure: Example 71 was synthesized via Scheme 6 according to the general scheme provided above with the appropriate starting materials cinnamonitrile, 5-methyl-1H-pyrazole-3-amine, and 4-methylsulfonylpiperazine. Structure of the target was confirmed by 1H-NMR. The 1H-NMR is attached. The reactants are FC1C(C1)N1C=C(C(C2=CC(=C(C(=C12)F)F)F)=O)C(=O)O (1-(2-fluorocyclopropyl)-6,7,8-trifluoro-1,4-dihydro-4-oxoquinoline-3-carboxylic acid), CN1CCNCC1 (N-methylpiperazine). Run in CS(=O)C (dimethyl sulfoxide). Run at temperature 110 celsius, time 1 hour. The product is FC1C(C1)N1C=C(C(C2=CC(=C(C(=C12)F)N1CCN(CC1)C)F)=O)C(=O)O (1-(2-fluorocyclopropyl)-6,8-difluoro-1,4-dihydro-7-(4-methyl-1-piperazinyl)-4-oxoquinoline-3-carboxylic acid). The yield is 32.9%. RXN SMILES: [F:1][CH:2]1[CH2:4][CH:3]1[N:5]1[C:14]2[C:9](=[CH:10][C:11]([F:17])=[C:12](F)[C:13]=2[F:15])[C:8](=[O:18])[C:7]([C:19]([OH:21])=[O:20])=[CH:6]1.[CH3:22][N:23]1[CH2:28][CH2:27][NH:26][CH2:25][CH2:24]1>CS(C)=O>[F:1][CH:2]1[CH2:4][CH:3]1[N:5]1[C:14]2[C:9](=[CH:10][C:11]([F:17])=[C:12]([N:26]3[CH2:27][CH2:28][N:23]([CH3:22])[CH2:24][CH2:25]3)[C:13]=2[F:15])[C:8](=[O:18])[C:7]([C:19]([OH:21])=[O:20])=[CH:6]1. Procedure details: In 3 ml of dimethyl sulfoxide was dissolved 60 mg of 1-(2-fluorocyclopropyl)-6,7,8-trifluoro-1,4-dihydro-4-oxoquinoline-3-carboxylic acid. After addition of 100 mg of N-methylpiperazine, the mixture was stirred at 110° C. for 1 hour. The solvent was removed, and the residue was distributed between chloroform and water. The chloroform layer was dried, and the solvent was removed by distillation. The residue was crystallized from chloroform-ethanol to yield 25 mg of the product. m.p. 251°-253° C. ... Reactants: N[C@H]1[C@@H]2N(C(=C(CS2)[C@@H]2OCCC2)C(=O)OC(C)(C)C)C1=O (t-butyl (6R,7R)-7-amino-3-[(R)-tetrahydrofuran-2-yl]ceph-3-em-4-carboxylate), N1=CC=CC=C1 (pyridine), CS(=O)(=O)Cl (Methanesulphonyl chloride), C(C1=CC=CC=C1)(C1=CC=CC=C1)(C1=CC=CC=C1)NC=1SC=C(N1)/C(/C(=O)[O-])=N/OC(C1=CC=CC=C1)(C1=CC=CC=C1)C1=CC=CC=C1.[Na+] (sodium 2-(2-tritylaminothiazol-4-yl)-2-(Z)-trityloxyiminoacetate). Run in C(C)(=O)OCC (ethyl acetate), CN(C)C=O (DMF), CN(C)C=O (DMF). Reaction conditions: temperature -30 celsius, time 0.5 hour. Product: NC=1SC=C(N1)/C(/C(=O)N[C@H]1[C@@H]2N(C(=C(CS2)C2OCCC2)C(=O)O)C1=O)=N/O ((6R,7R)-7-[2-(2-Aminothiazol-4-yl)-2-(Z)-hydroxyiminoacetamido]-3-[(RS)-tetrahydrofuran-2-yl]ceph-3-em-4-carboxylic acid). Yield: 151.3%. RXN SMILES: CS(Cl)(=O)=O.C([NH:25][C:26]1[S:27][CH:28]=[C:29](/[C:31](=[N:35]/[O:36]C(C2C=CC=CC=2)(C2C=CC=CC=2)C2C=CC=CC=2)/[C:32]([O-:34])=O)[N:30]=1)(C1C=CC=CC=1)(C1C=CC=CC=1)C1C=CC=CC=1.[Na+].[NH2:57][C@@H:58]1[C:77](=[O:78])[N:60]2[C:61]([C:70]([O:72]C(C)(C)C)=[O:71])=[C:62]([C@H:65]3[CH2:69][CH2:68][CH2:67][O:66]3)[CH2:63][S:64][C@H:59]12.N1C=CC=CC=1>CN(C=O)C.C(OCC)(=O)C>[NH2:25][C:26]1[S:27][CH:28]=[C:29](/[C:31](=[N:35]/[OH:36])/[C:32]([NH:57][C@@H:58]2[C:77](=[O:78])[N:60]3[C:61]([C:70]([OH:72])=[O:71])=[C:62]([CH:65]4[CH2:69][CH2:68][CH2:67][O:66]4)[CH2:63][S:64][C@H:59]23)=[O:34])[N:30]=1 |f:1.2|. Procedure details: Methanesulphonyl chloride (96 μl, 1.25 mmol) was added to sodium 2-(2-tritylaminothiazol-4-yl)-2-(Z)-trityloxyiminoacetate (852 mg, 1.2 mmol) in DMF (2 ml) at <-40° C. The mixture was stirred 0.5 h at -30±10° C. then t-butyl (6R,7R)-7-amino-3-[(R)-tetrahydrofuran-2-yl]ceph-3-em-4-carboxylate (326 mg, 1 mmol) in DMF (2 ml), followed by pyridine (101 μl, 1.25 mmol), were added. The reaction was stirred for 1 h without further cooling then diluted with ethyl acetate, washed twice with water and wit...